This data is from the Open Reaction Database (ORD), a public repository of structured organic reaction records. The task is: describe an organic reaction: reactants, conditions, products, and yield The reactants are ClCC(CI)=O (1-chloro-3-iodopropan-2-one), ClC=1C=CC(NC1)=O (5-Chloro-2-pyridone). Reagents/catalysts: C([O-])([O-])=O.[Ag+2] (silver carbonate). Solvent: C1(=CC=CC=C1)C (toluene), C1(=CC=CC=C1)C (toluene). Reaction conditions: temperature 65 celsius, time 3 hour. Yields the product ClCC(COC1=NC=C(C=C1)Cl)=O (1-chloro-3-(5-chloropyrid-2-yloxy)propan-2-one). Reaction SMILES: [Cl:1][C:2]1[CH:3]=[CH:4][C:5](=[O:8])[NH:6][CH:7]=1.[Cl:9][CH2:10][C:11](=[O:14])[CH2:12]I>C1(C)C=CC=CC=1.C(=O)([O-])[O-].[Ag+2]>[Cl:9][CH2:10][C:11](=[O:14])[CH2:12][O:8][C:5]1[CH:4]=[CH:3][C:2]([Cl:1])=[CH:7][N:6]=1 |f:3.4|. Procedure details: 5-Chloro-2-pyridone (2.58 g.), silver carbonate (3.44 g.) and dry toluene (14 ml.) were stirred together under argon and heated to 65° C. for 20 minutes. A solution of 1-chloro-3-iodopropan-2-one (4 g.) in dry toluene (10 ml.) was added, and the mixture was stirred at 60°-65° C. for 3 hours, cooled, and filtered through "Hyflo" (trade mark) kieselguhr, washing the filter cake with toluene (15 ml.). The filtrate was evaporated to dryness, and the residue was purified by column chromatography on s...